From a dataset of the Open Reaction Database (ORD), a public repository of structured organic reaction records. describe an organic reaction: reactants, conditions, products, and yield Reactants: C(C)OC(=O)C1(CC1)[C@@H]1[C@@H](CN(C1)[C@@H](C)C1=CC=CC=C1)F (4-(S)-(1-Ethoxycarbonylcyclopropyl)-3-(S)-fluoro-1-[1-(S)-phenylethyl]pyrrolidine), ClC(=O)OCC1=CC=CC=C1 (benzyl chloroformate). RXN SMILES: [CH2:1]([O:3][C:4]([C:6]1([C@H:9]2[CH2:13][N:12]([C@H](C3C=CC=CC=3)C)[CH2:11][C@H:10]2[F:22])[CH2:8][CH2:7]1)=[O:5])[CH3:2].Cl[C:24]([O:26][CH2:27][C:28]1[CH:33]=[CH:32][CH:31]=[CH:30][CH:29]=1)=[O:25]>ClCCl>[CH2:27]([O:26][C:24]([N:12]1[CH2:13][C@H:9]([C:6]2([C:4]([O:3][CH2:1][CH3:2])=[O:5])[CH2:8][CH2:7]2)[C@H:10]([F:22])[CH2:11]1)=[O:25])[C:28]1[CH:33]=[CH:32][CH:31]=[CH:30][CH:29]=1. Procedure: 4-(S)-(1-Ethoxycarbonylcyclopropyl)-3-(S)-fluoro-1-[1-(S)-phenylethyl]pyrrolidine (5.08 g, 16.63 mmol) was dissolved in dry dichloromethane (50 ml), and benzyl chloroformate (3.56 ml, 25.0 mmol) was added dropwise to the thus prepared solution which was cooled in an ice bath. After 1 hour of heating of the reaction solution under reflux, dichloromethane was evaporated under reduced pressure. Thereafter, the resulting residue was subjected to flash silica gel chromatography and eluted with an elu... Yields the product C(C1=CC=CC=C1)OC(=O)N1C[C@H]([C@H](C1)C1(CC1)C(=O)OCC)F (1-Benzyloxycarbonyl-4-(S)-(1-ethoxycarbonylcyclopropyl)-3-(S)-fluoropyrrolidine). The solvent is ClCCl (dichloromethane). Isolated yield 83.7%. Yields the product BrC1=CC=C2C=CC(NC2=C1)=O (7-Bromoquinolin-2(1H)-one). As a reaction SMILES: [Br:1][C:2]1[CH:11]=[C:10]2[C:5]([CH:6]=[CH:7][C:8](Cl)=[N:9]2)=[CH:4][CH:3]=1.[O:13]1CCOCC1>Cl>[Br:1][C:2]1[CH:11]=[C:10]2[C:5]([CH:6]=[CH:7][C:8](=[O:13])[NH:9]2)=[CH:4][CH:3]=1. The reactants are BrC1=CC=C2C=CC(=NC2=C1)Cl (7-Bromo-2-chloroquinoline), O1CCOCC1 (dioxane). The solvent is Cl (HCl). Reported procedure: 7-Bromo-2-chloroquinoline was heated in 5M HCl (100 mL) and dioxane (10 mL) for 1 hour at reflux. The Reaction mixture was cooled, filtered and washed with water to give the title compound, 2.89 g, as a colorless solid, mp 295° C. The reactants are Br.Br.NCC1CCN(CC1)CCCC(=O)C1=CC=C(C=C1)O (4-Aminomethyl-1-(4-(4-hydroxyphenyl)-4-oxobutyl)piperidine dihydrobromide), NC1=CC(=C(C(=O)O)C=C1Cl)OC (4-amino-5-chloro-2-methoxybenzoic acid), ON1N=NC2=C1C=CC=C2 (1-hydroxybenzotriazole), C(C)N=C=NCCCN(C)C (1-ethyl-3-(3-dimethylaminopropyl)carbodiimide). Solvent: C(C)N(CC)CC (triethylamine). The product is NC1=CC(=C(C(=O)NCC2CCN(CC2)CCCC(=O)C2=CC=C(C=C2)O)C=C1Cl)OC (4-amino-5-chloro-2-methoxy-N-((1-(4-(4-hydroxyphenyl)-4-oxobutyl)piperidin-4-yl)methyl)benzamide). Isolated yield 78.7%. Reaction SMILES: Br.Br.[NH2:3][CH2:4][CH:5]1[CH2:10][CH2:9][N:8]([CH2:11][CH2:12][CH2:13][C:14]([C:16]2[CH:21]=[CH:20][C:19]([OH:22])=[CH:18][CH:17]=2)=[O:15])[CH2:7][CH2:6]1.[NH2:23][C:24]1[C:32]([Cl:33])=[CH:31][C:27]([C:28](O)=[O:29])=[C:26]([O:34][CH3:35])[CH:25]=1.ON1C2C=CC=CC=2N=N1.C(N=C=NCCCN(C)C)C>C(N(CC)CC)C>[NH2:23][C:24]1[C:32]([Cl:33])=[CH:31][C:27]([C:28]([NH:3][CH2:4][CH:5]2[CH2:10][CH2:9][N:8]([CH2:11][CH2:12][CH2:13][C:14]([C:16]3[CH:17]=[CH:18][C:19]([OH:22])=[CH:20][CH:21]=3)=[O:15])[CH2:7][CH2:6]2)=[O:29])=[C:26]([O:34][CH3:35])[CH:25]=1 |f:0.1.2|. Procedure details: 4-Aminomethyl-1-(4-(4-hydroxyphenyl)-4-oxobutyl)piperidine dihydrobromide (3.67 g) as a starting compound, 4-amino-5-chloro-2-methoxybenzoic acid (1.69 g), triethylamine (4.65 ml), 1-hydroxybenzotriazole (1.20 g) and 1-ethyl-3-(3-dimethylaminopropyl)carbodiimide (1.69 g) were reacted and purified in the same manner as in Example 270 to give 3.03 g of 4-amino-5-chloro-2-methoxy-N-((1-(4-(4-hydroxyphenyl)-4-oxobutyl)piperidin-4-yl)methyl)benzamide, m.p. 199°-201° C. Reactants: [N+](=O)([O-])C1=CC=C(C=C1)C1(CCOCC1)CN (C-[4-(4-nitro-phenyl)-tetrahydro-pyran-4-yl]-methylamine), O(C(=O)OC(C)(C)C)C(=O)OC(C)(C)C (BOC2O). The solvent is C1CCOC1 (THF), CCOC(=O)C (EtOAc). The product is C(C)(C)(C)OC(NCC1(CCOCC1)C1=CC=C(C=C1)[N+](=O)[O-])=O ([4-(4-Nitro-phenyl)-tetrahydro-pyran-4-ylmethyl]-carbamic acid tert-butyl ester). RXN SMILES: [N+:1]([C:4]1[CH:9]=[CH:8][C:7]([C:10]2([CH2:16][NH2:17])[CH2:15][CH2:14][O:13][CH2:12][CH2:11]2)=[CH:6][CH:5]=1)([O-:3])=[O:2].[O:18](C(OC(C)(C)C)=O)[C:19]([O:21][C:22]([CH3:25])([CH3:24])[CH3:23])=O>C1COCC1.CCOC(C)=O>[C:22]([O:21][C:19](=[O:18])[NH:17][CH2:16][C:10]1([C:7]2[CH:8]=[CH:9][C:4]([N+:1]([O-:3])=[O:2])=[CH:5][CH:6]=2)[CH2:15][CH2:14][O:13][CH2:12][CH2:11]1)([CH3:25])([CH3:24])[CH3:23]. Procedure: A solution of C-[4-(4-nitro-phenyl)-tetrahydro-pyran-4-yl]-methylamine (as prepared in the previous step) in THF is treated with BOC2O at RT. The mixture is diluted with EtOAc and washed with water. The organic layer is dried (MgSO4) and concentrated in vacuo. The residue is purified by silica gel chromatography with the appropriate solvent to afford the title compound.